describe an organic reaction: reactants, conditions, products, and yield From a dataset of the Open Reaction Database (ORD), a public repository of structured organic reaction records. Starting materials: O.NN (Hydrazine monohydrate), C1(CC1)C=1N=NSC1C(=O)OC (methyl 4-cyclopropyl-1,2,3-thiadiazole-5-carboxylate). Run in C(C)O (ethanol). Conditions: time 10 hour. Yields the product C1(CC1)C=1N=NSC1C(=O)NN (4-cyclopropyl-1,2,3-thiadiazole-5-carbohydrazide). The yield is 93.1%. Reaction SMILES: O.[NH2:2][NH2:3].[CH:4]1([C:7]2[N:8]=[N:9][S:10][C:11]=2[C:12]([O:14]C)=O)[CH2:6][CH2:5]1>C(O)C>[CH:4]1([C:7]2[N:8]=[N:9][S:10][C:11]=2[C:12]([NH:2][NH2:3])=[O:14])[CH2:6][CH2:5]1 |f:0.1|. Procedure: Hydrazine monohydrate (1.75 g; 35 mmols) was dissolved in ethanol (15 ml), and methyl 4-cyclopropyl-1,2,3-thiadiazole-5-carboxylate (1.29 g; 7 mmols) was added thereto, followed by stirring at room temperature for 10 hours. Ethanol was evaporated under reduced pressure and, after adding thereto water, the reaction mixture was extracted with ethyl acetate. The organic layer was washed with a saturated aqueous sodium chloride solution and dried over anhydrous sodium sulfate, the solvent was evapor... Starting materials: C1COCCN1, CS(=O)(=O)OCCC(NC(=O)C1SCCN1S(=O)(=O)c1ccc(-c2ccccc2)cc1)c1ccccc1. Reaction SMILES: [CH2:38]1[CH2:39][O:40][CH2:41][CH2:42][NH:43]1.[CH3:1][S:2]([O:3][CH2:6][CH2:7][CH:8]([c:9]1[cH:10][cH:11][cH:12][cH:13][cH:14]1)[NH:15][C:16](=[O:17])[CH:18]1[S:19][CH2:20][CH2:21][N:22]1[S:23](=[O:24])(=[O:25])[c:26]1[cH:27][cH:28][c:29](-[c:32]2[cH:33][cH:34][cH:35][cH:36][cH:37]2)[cH:30][cH:31]1)(=[O:4])=[O:5]>>[CH2:6]([CH2:7][CH:8]([c:9]1[cH:10][cH:11][cH:12][cH:13][cH:14]1)[NH:15][C:16](=[O:17])[CH:18]1[S:19][CH2:20][CH2:21][N:22]1[S:23](=[O:24])(=[O:25])[c:26]1[cH:27][cH:28][c:29](-[c:32]2[cH:33][cH:34][cH:35][cH:36][cH:37]2)[cH:30][cH:31]1)[N:43]1[CH2:38][CH2:39][O:40][CH2:41][CH2:42]1. Yields the product O=C(NC(CCN1CCOCC1)c1ccccc1)C1SCCN1S(=O)(=O)c1ccc(-c2ccccc2)cc1.